describe an organic reaction: reactants, conditions, products, and yield From a dataset of the Open Reaction Database (ORD), a public repository of structured organic reaction records. Reactants: C1CCOC1, CN(C)C(c1cccc(F)c1)C1CCC(C=O)CC1, COC[P+](c1ccccc1)(c1ccccc1)c1ccccc1, [Cl-], Cl, O. The product is CN(C)C(c1cccc(F)c1)C1CCC(CC=O)CC1. RXN SMILES: [CH2:45]1[O:46][CH2:47][CH2:48][CH2:49]1.[CH3:24][N:25]([CH3:26])[CH:27]([CH:28]1[CH2:29][CH2:30][CH:31]([CH:34]=[O:35])[CH2:32][CH2:33]1)[c:36]1[cH:37][c:38]([F:42])[cH:39][cH:40][cH:41]1.[CH3:2][O:3][CH2:4][P+:5]([c:6]1[cH:7][cH:8][cH:9][cH:10][cH:11]1)([c:12]1[cH:13][cH:14][cH:15][cH:16][cH:17]1)[c:18]1[cH:19][cH:20][cH:21][cH:22][cH:23]1.[Cl-:1].[ClH:44].[OH2:43]>>[CH:2](=[O:3])[CH2:34][CH:31]1[CH2:30][CH2:29][CH:28]([CH:27]([N:25]([CH3:24])[CH3:26])[c:36]2[cH:37][c:38]([F:42])[cH:39][cH:40][cH:41]2)[CH2:33][CH2:32]1. Reactants: COC(=O)c1ccc(C=NNc2cc(C(C)(C)C)cc(C(C)(C)C)c2)cc1, CCO, CS(C)=O, Cl, [K+], [OH-], O. The product is CC(C)(C)c1cc(NN=Cc2ccc(C(=O)O)cc2)cc(C(C)(C)C)c1. RXN SMILES: [C:1]([CH3:2])([CH3:3])([CH3:4])[c:5]1[cH:6][c:7]([NH:15][N:16]=[CH:17][c:18]2[cH:19][cH:20][c:21]([C:24](=[O:25])[O:26][CH3:27])[cH:22][cH:23]2)[cH:8][c:9]([C:11]([CH3:12])([CH3:13])[CH3:14])[cH:10]1.[CH3:30][CH2:31][OH:32].[CH3:35][S:36](=[O:37])[CH3:38].[ClH:33].[K+:29].[OH-:28].[OH2:34]>>[C:1]([CH3:2])([CH3:3])([CH3:4])[c:5]1[cH:6][c:7]([NH:15][N:16]=[CH:17][c:18]2[cH:19][cH:20][c:21]([C:24](=[O:25])[OH:26])[cH:22][cH:23]2)[cH:8][c:9]([C:11]([CH3:12])([CH3:13])[CH3:14])[cH:10]1. The reactants are CS(=O)(=O)c1ccc(C(CC2CCCC2)C(=O)Nc2cnc(CBr)cn2)cc1Cl, C[S-], CC(C)=O, CCOC(C)=O, [Na+]. The product is CSCc1cnc(NC(=O)C(CC2CCCC2)c2ccc(S(C)(=O)=O)c(Cl)c2)cn1. RXN SMILES: [Br:1][CH2:2][c:3]1[n:4][cH:5][c:6]([NH:9][C:10]([CH:11]([CH2:12][CH:13]2[CH2:14][CH2:15][CH2:16][CH2:17]2)[c:18]2[cH:19][c:20]([Cl:28])[c:21]([S:24](=[O:25])(=[O:26])[CH3:27])[cH:22][cH:23]2)=[O:29])[n:7][cH:8]1.[CH3:30][S-:31].[CH3:33][C:34](=[O:35])[CH3:36].[CH3:37][CH2:38][O:39][C:40](=[O:41])[CH3:42].[Na+:32]>>[CH2:2]([c:3]1[n:4][cH:5][c:6]([NH:9][C:10]([CH:11]([CH2:12][CH:13]2[CH2:14][CH2:15][CH2:16][CH2:17]2)[c:18]2[cH:19][c:20]([Cl:28])[c:21]([S:24](=[O:25])(=[O:26])[CH3:27])[cH:22][cH:23]2)=[O:29])[n:7][cH:8]1)[S:31][CH3:30]. Reactants: C(C)OC(=O)C=1OC2=C(C1CCC)C(=CC=C2)OCCCN(C(C)(C)C)C(=O)OC(C)(C)C (4-[3-(tert-butoxycarbonyl-tert-butyl-amino)-propoxy]-3-propyl-benzofuran-2-carboxylic acid ethyl ester), FC(C(=O)O)(F)F (trifluoroacetic acid). Solvent: ClCCl (dichloromethane). Conditions: time 8 hour. The product is C(C)OC(=O)C=1OC2=C(C1CCC)C(=CC=C2)OCCCNC(C)(C)C (4-(3-tert-butylamino-propoxy)-3-propyl-benzofuran-2-carboxylic acid ethyl ester). Yield: 61.3%. As a reaction SMILES: [CH2:1]([O:3][C:4]([C:6]1[O:7][C:8]2[CH:17]=[CH:16][CH:15]=[C:14]([O:18][CH2:19][CH2:20][CH2:21][N:22](C(OC(C)(C)C)=O)[C:23]([CH3:26])([CH3:25])[CH3:24])[C:9]=2[C:10]=1[CH2:11][CH2:12][CH3:13])=[O:5])[CH3:2].FC(F)(F)C(O)=O>ClCCl>[CH2:1]([O:3][C:4]([C:6]1[O:7][C:8]2[CH:17]=[CH:16][CH:15]=[C:14]([O:18][CH2:19][CH2:20][CH2:21][NH:22][C:23]([CH3:25])([CH3:24])[CH3:26])[C:9]=2[C:10]=1[CH2:11][CH2:12][CH3:13])=[O:5])[CH3:2]. Procedure details: To a dichloromethane (0.5 ml) solution of 4-[3-(tert-butoxycarbonyl-tert-butyl-amino)-propoxy]-3-propyl-benzofuran-2-carboxylic acid ethyl ester (5.0 mg) was added trifluoroacetic acid (0.5 ml) at room temperature. After stirring overnight, the reaction mixture was concentrated in vacuo to dryness. The residue was purified by silica gel column chromatography developed by dichloromethane-methanol to give 4-(3-tert-butylamino-propoxy)-3-propyl-benzofuran-2-carboxylic acid ethyl ester (2.4 mg) as a... Reactants: ClC=1C=C(C=CC1)C1C(=C(NC(=C1C(=O)[O-])C)C)C(=O)OCCC#N (mono(2-cyanoethyl) 4-(3-chlorophenyl)-2,6-dimethyl-1,4-dihydropyridine-3,5-dicarboxylate), C1(=CC=CC=C1)OCCCO (3-phenyloxypropanol), Cl.CN(CCCN=C=NCC)C (1-(3-dimethylaminopropyl)-3-ethylcarbodiimide hydrochloride), O (Water). Reagents/catalysts: CN(C1=CC=NC=C1)C (4-dimethylaminopyridine). Solvent: ClCCl (dichloromethane). Product: ClC=1C=C(C=CC1)C1C(=C(NC(=C1C(=O)OCCCOC1=CC=CC=C1)C)C)C(=O)OCCC#N (5-(3-phenyloxypropyl) 3-(2-cyanoethyl) 4-(3-chlorophenyl)-2,6-dimethyl-1,4-dihydropyridine-3,5-dicarboxylate). RXN SMILES: [Cl:1][C:2]1[CH:3]=[C:4]([CH:8]2[C:13]([C:14]([O-:16])=[O:15])=[C:12]([CH3:17])[NH:11][C:10]([CH3:18])=[C:9]2[C:19]([O:21][CH2:22][CH2:23][C:24]#[N:25])=[O:20])[CH:5]=[CH:6][CH:7]=1.[C:26]1([O:32][CH2:33][CH2:34][CH2:35]O)[CH:31]=[CH:30][CH:29]=[CH:28][CH:27]=1.Cl.CN(C)CCCN=C=NCC.O>CN(C)C1C=CN=CC=1.ClCCl>[Cl:1][C:2]1[CH:3]=[C:4]([CH:8]2[C:13]([C:14]([O:16][CH2:35][CH2:34][CH2:33][O:32][C:26]3[CH:31]=[CH:30][CH:29]=[CH:28][CH:27]=3)=[O:15])=[C:12]([CH3:17])[NH:11][C:10]([CH3:18])=[C:9]2[C:19]([O:21][CH2:22][CH2:23][C:24]#[N:25])=[O:20])[CH:5]=[CH:6][CH:7]=1 |f:2.3|. Procedure details: 250 mg (0.69 mmol) of mono(2-cyanoethyl) 4-(3-chlorophenyl)-2,6-dimethyl-1,4-dihydropyridine-3,5-dicarboxylate, 130 mg (0.85 mmol) of 3-phenyloxypropanol, 162 mg (0.84 mmol) of 1-(3-dimethylaminopropyl)-3-ethylcarbodiimide hydrochloride and 21 mg (0.17 mmol) of 4-dimethylaminopyridine were stirred together in 10 ml of dichloromethane at room temperature overnight. Water was added to the reaction liquid. After the extraction with dichloromethane, the organic layer was dried over anhydrous sodium ...